Task: describe an organic reaction: reactants, conditions, products, and yield. Dataset: the Open Reaction Database (ORD), a public repository of structured organic reaction records The reactants are CC#CCO, [Cl-], Fc1ccccc1Cc1cc(Cl)ncn1, [H-], [NH4+], [Na+], C1CCOC1. Yields the product CC#CCOc1cc(Cc2ccccc2F)ncn1. As a reaction SMILES: [CH2:3]([C:4]#[C:5][CH3:6])[OH:7].[Cl-:23].[Cl:8][c:9]1[n:10][cH:11][n:12][c:13]([CH2:15][c:16]2[c:17]([F:22])[cH:18][cH:19][cH:20][cH:21]2)[cH:14]1.[H-:1].[NH4+:24].[Na+:2].[O:25]1[CH2:26][CH2:27][CH2:28][CH2:29]1>>[CH2:3]([C:4]#[C:5][CH3:6])[O:7][c:9]1[n:10][cH:11][n:12][c:13]([CH2:15][c:16]2[c:17]([F:22])[cH:18][cH:19][cH:20][cH:21]2)[cH:14]1. Starting materials: [BH4-], CCO, C=C(C)c1cc(CN)c(C)nc1C, Cl, [Na+]. Product: Cc1nc(C)c(C(C)C)cc1CN. Reaction SMILES: [BH4-:14].[CH3:17][CH2:18][OH:19].[CH3:1][c:2]1[n:3][c:4]([CH3:13])[c:5]([C:10](=[CH2:11])[CH3:12])[cH:6][c:7]1[CH2:8][NH2:9].[ClH:16].[Na+:15]>>[CH3:1][c:2]1[n:3][c:4]([CH3:13])[c:5]([CH:10]([CH3:11])[CH3:12])[cH:6][c:7]1[CH2:8][NH2:9].